This data is from the Open Reaction Database (ORD), a public repository of structured organic reaction records. The task is: describe an organic reaction: reactants, conditions, products, and yield The reactants are ClCCCSC1=C(C(=NC=C1)CSC1=NC2=C(N1)C=CC(=C2)F)C (2-{[[4-(3-chloropropylthio)-3-methyl-2-pyridinyl]methyl]thio}-5-fluoro-1H-benzimidazole), C(C1=CC=CC=C1)N1CCNCC1 (N-benzylpiperazine). Product: Cl.Cl.C(C1=CC=CC=C1)N1CCN(CC1)CCCSC1=C(C(=NC=C1)CSC1=NC2=C(N1)C=CC(=C2)F)C (2-{[[4-[3-(4-Benzylpiperazin-1-yl)propylthio]-3-methyl-2-pyridinyl]methyl]thio}-5-fluoro-1H-benzimidazole dihydrochloride). Isolated yield 80.0%. Reaction SMILES: [Cl:1][CH2:2][CH2:3][CH2:4][S:5][C:6]1[CH:11]=[CH:10][N:9]=[C:8]([CH2:12][S:13][C:14]2[NH:18][C:17]3[CH:19]=[CH:20][C:21]([F:23])=[CH:22][C:16]=3[N:15]=2)[C:7]=1[CH3:24].[CH2:25]([N:32]1[CH2:37][CH2:36][NH:35][CH2:34][CH2:33]1)[C:26]1[CH:31]=[CH:30][CH:29]=[CH:28][CH:27]=1>>[ClH:1].[ClH:1].[CH2:25]([N:32]1[CH2:37][CH2:36][N:35]([CH2:2][CH2:3][CH2:4][S:5][C:6]2[CH:11]=[CH:10][N:9]=[C:8]([CH2:12][S:13][C:14]3[NH:18][C:17]4[CH:19]=[CH:20][C:21]([F:23])=[CH:22][C:16]=4[N:15]=3)[C:7]=2[CH3:24])[CH2:34][CH2:33]1)[C:26]1[CH:27]=[CH:28][CH:29]=[CH:30][CH:31]=1 |f:2.3.4|. Procedure details: According to the procedure indicated in Example 1), reaction of 2-{[[4-(3-chloropropylthio)-3-methyl-2-pyridinyl]methyl]thio}-5-fluoro-1H-benzimidazole with N-benzylpiperazine gives the title compound as a beige powder. Yield 80%, m.p. 130-133° C. The reactants are C(C)(C)(C)OC(=O)CNCCCCO (4-tert-butoxycarbonylmethylamino-1-butanol), COC(C1=C(C(=C(C(=C1)Cl)O)Cl)O)=O (3,5-dichloro-2,4-dihydroxybenzoic acid methyl ester), C1(=CC=CC=C1)P(C1=CC=CC=C1)C1=CC=CC=C1 (triphenylphosphine), N(=NC(=O)OC(C)C)C(=O)OC(C)C (diisopropyl azodicarboxylate). The solvent is C1CCOC1 (THF). Conditions: time 16 hour. The product is COC(C1=C(C(=C(C(=C1)Cl)OCCCCNCC(=O)OC(C)(C)C)Cl)O)=O (3,5-Dichloro-2-hydroxy-4-(4-tert-butoxycarbonylmethylaminobutoxy)benzoic acid methyl ester). Yield: 83.4%. RXN SMILES: [C:1]([O:5][C:6]([CH2:8][NH:9][CH2:10][CH2:11][CH2:12][CH2:13][OH:14])=[O:7])([CH3:4])([CH3:3])[CH3:2].[CH3:15][O:16][C:17](=[O:28])[C:18]1[CH:23]=[C:22]([Cl:24])[C:21](O)=[C:20]([Cl:26])[C:19]=1[OH:27].C1(P(C2C=CC=CC=2)C2C=CC=CC=2)C=CC=CC=1.N(C(OC(C)C)=O)=NC(OC(C)C)=O>C1COCC1>[CH3:15][O:16][C:17](=[O:28])[C:18]1[CH:23]=[C:22]([Cl:24])[C:21]([O:14][CH2:13][CH2:12][CH2:11][CH2:10][NH:9][CH2:8][C:6]([O:5][C:1]([CH3:4])([CH3:3])[CH3:2])=[O:7])=[C:20]([Cl:26])[C:19]=1[OH:27]. Reported procedure: To a solution of 4-tert-butoxycarbonylmethylamino-1-butanol (3 g) and known 3,5-dichloro-2,4-dihydroxybenzoic acid methyl ester (3.85 g) in THF (80 ml) were added triphenylphosphine (4.26 g) and diisopropyl azodicarboxylate (3.2 ml) under ice-cooling, and the mixture was stirred for 16 hours. The reaction mixture was concentrated under reduced pressure, and the residue was purified by silica gel column chromatography (developing solvent: hexane/ethyl acetate=4/1 v/v) to give the title compound (... Starting materials: BrCCCCCCBr, CCCCCC, CO, C[O-], [Na+], O. Product: COCCCCCCBr. As a reaction SMILES: [Br:1][CH2:2][CH2:3][CH2:4][CH2:5][CH2:6][CH2:7][Br:8].[CH3:12][CH2:13][CH2:14][CH2:15][CH2:16][CH3:17].[CH3:19][OH:20].[CH3:9][O-:10].[Na+:11].[OH2:18]>>[Br:1][CH2:2][CH2:3][CH2:4][CH2:5][CH2:6][CH2:7][O:10][CH3:9]. The reactants are C1(CCCCC1)C(=O)N1CCC2=CC(=CC=C12)S(=O)(=O)N (1-(cyclohexanecarbonyl)indoline-5-sulfonamide), N1CCC2=CC(=CC=C12)S(=O)(=O)N (indoline-5-sulfonamide), N1CCC2=CC(=CC=C12)S(=O)(=O)N (indoline-5-sulfonamide), FC=1C=C(C(=O)Cl)C=CC1F (3,4-difluorobenzoyl chloride). Product: FC=1C=C(C(=O)N2CCC3=CC(=CC=C23)S(=O)(=O)N)C=CC1F (1-(3,4-Difluorobenzoyl)indoline-5-sulfonamide). The yield is 78.8%. RXN SMILES: C1(C(N2C3C(=CC(S(N)(=O)=O)=CC=3)CC2)=O)CCCCC1.[NH:22]1[C:30]2[C:25](=[CH:26][C:27]([S:31]([NH2:34])(=[O:33])=[O:32])=[CH:28][CH:29]=2)[CH2:24][CH2:23]1.[F:35][C:36]1[CH:37]=[C:38]([CH:42]=[CH:43][C:44]=1[F:45])[C:39](Cl)=[O:40]>>[F:35][C:36]1[CH:37]=[C:38]([CH:42]=[CH:43][C:44]=1[F:45])[C:39]([N:22]1[C:30]2[C:25](=[CH:26][C:27]([S:31]([NH2:34])(=[O:32])=[O:33])=[CH:28][CH:29]=2)[CH2:24][CH2:23]1)=[O:40]. Procedure: Following a procedure analogous to that for the synthesis of Intermediate 55, indoline-5-sulfonamide (Intermediate 54A, 90 mg, 0.45 mmol) and 3,4-difluorobenzoyl chloride (69 μL, 0.54 mmol) were converted to the title compound (120 mg, 78%). 1H NMR (DMSO-d6) δ 7.60-7.21 (m, 6H), 7.01 (s, 2H), 3.85 (t, J=8.6 Hz, 2H), 2.92 (t, J=8.6 Hz, 2H); MS(ESI+) m/z 338.9 (M+H)+. The reactants are N1C(CCCCC1)=NO\C(\C(=O)OC)=C\C(=O)OC (dimethyl (2E)-2-[(azepan-2-ylideneamino)oxy]but-2-enedioate), N1C(CCCCC1)=NO\C(\C(=O)OC)=C/C(=O)OC (dimethyl (2Z)-2-[(azepan-2-ylideneamino)oxy]but-2-enedioate). Run in CC=1C=CC=CC1C (o-xylene). The product is OC1=C(N=C2N(CCCCC2)C1=O)C(=O)OC (Methyl 3-hydroxy-4-oxo-4,6,7,8,9,10-hexahydropyrimido[1,2-a]azepine-2-carboxylate). Reaction SMILES: [NH:1]1[CH2:7][CH2:6][CH2:5][CH2:4][CH2:3][C:2]1=[N:8]O/C(=C/C(OC)=O)/C(OC)=O.N1CCCCCC1=N[O:28]/[C:29](=[CH:34]\[C:35]([O:37][CH3:38])=[O:36])/[C:30](OC)=[O:31]>CC1C=CC=CC=1C>[OH:28][C:29]1[C:30](=[O:31])[N:1]2[CH2:7][CH2:6][CH2:5][CH2:4][CH2:3][C:2]2=[N:8][C:34]=1[C:35]([O:37][CH3:38])=[O:36]. Reported procedure: A mixture of dimethyl (2E)-2-[(azepan-2-ylideneamino)oxy]but-2-enedioate and dimethyl (2Z)-2-[(azepan-2-ylideneamino)oxy]but-2-enedioate in ratio 8/1 was dissolved in o-xylene and refluxed. After 16 h the solvent was removed under reduced pressure and the residue, dissolved in ethyl acetate, was extracted with a saturated solution of NaHCO3 in water. The pH of the aqueous phase was adjusted to about 3 adding 6M HCl aq. and the solution was extracted with dichloromethane. The organic phase was dr... Starting materials: CC=1C=CC=CC1C (o-xylene), Cl (HCl), [Al+3].[Cl-].[Cl-].[Cl-] (AlCl3), C(C)(C)(C)Cl (tert-butyl chloride). Solvent: [OH-].[Na+] (NaOH), CCOCC (ether). Run at time 60 hour. Product: C(C)(C)(C)C1=CC(=C(C=C1)C)C (4-tert-butyl-1,2-dimethylbenzene). Yield: 90.0%. As a reaction SMILES: [CH3:1][C:2]1[CH:3]=[CH:4][CH:5]=[CH:6][C:7]=1[CH3:8].[Al+3].[Cl-].[Cl-].[Cl-].[C:13](Cl)([CH3:16])([CH3:15])[CH3:14].Cl>[OH-].[Na+].CCOCC>[C:13]([C:4]1[CH:5]=[CH:6][C:7]([CH3:8])=[C:2]([CH3:1])[CH:3]=1)([CH3:16])([CH3:15])[CH3:14] |f:1.2.3.4,7.8|. Procedure details: To o-xylene (Fluka purum, 905 ml, 7.5 mole), kept under stirring, at 0°, there was added AlCl3 (6.7 g, 50 mmole), and then, dropwise, tert-butyl chloride (Fluka puriss., 551 ml, 5 mole), during 1.25 h, while keeping the temperature between 0° and 5° (the evolving HCl was trapped in NaOH 2.5 N). The temperature was allowed to increase to room temperature. After 60 h, the reaction mixture was poured on a mixture of ice and ether, the organic phase was successively washed with brine (2x), H2O, sat.... Reaction SMILES: [CH3:1][C:2]1[CH2:7][CH2:6][CH2:5][C:4]([CH3:9])([CH3:8])[C:3]=1[CH:10]([OH:14])[CH:11]=[CH:12][CH3:13].CC1C(C(O)C=CC)C(C)(C)CCC=1>>[CH3:1][C:2]1[CH:3]([C:10](=[O:14])/[CH:11]=[CH:12]\[CH3:13])[C:4]([CH3:8])([CH3:9])[CH2:5][CH2:6][CH:7]=1. Reported procedure: By replacing above 2,6,6-trimethyl-1-[1-hydroxy-2-butenyl]-1-cyclohexene by 2,6,6-trimethyl-1-[1-hydroxy-2-butenyl]-2-cyclohexene, cis-2,6,6-trimethyl-1-crotonoyl-2-cyclohexene was obtained. The product is CC=1C(C(CCC1)(C)C)C(\C=C/C)=O (cis-2,6,6-trimethyl-1-crotonoyl-2-cyclohexene). Starting materials: CC1=C(C(CCC1)(C)C)C(C=CC)O (2,6,6-trimethyl-1-[1-hydroxy-2-butenyl]-1-cyclohexene), CC=1C(C(CCC1)(C)C)C(C=CC)O (2,6,6-trimethyl-1-[1-hydroxy-2-butenyl]-2-cyclohexene).